From a dataset of the Open Reaction Database (ORD), a public repository of structured organic reaction records. describe an organic reaction: reactants, conditions, products, and yield Reactants: FC(C(C(=O)OCC)(CCC(C(C(C(F)(F)F)(F)F)(F)F)(F)F)F)(F)F (ethyl 2-trifluoromethyl-2,5,5,6,6,7,7,8,8,8-decafluoro-octanoate), [OH-].[Na+] (sodium hydroxide), O (water), CO (methanol). Run in C(C)(=O)OCC (ethyl acetate). Conditions: temperature 60 celsius, time 2 hour. Yields the product FC(C(C(=O)[O-])(CCC(C(C(C(F)(F)F)(F)F)(F)F)(F)F)F)(F)F.[Na+] (sodium 2-trifluoromethyl-2,5,5,6,6,7,7,8,8,8-decafluorooctanoate salt). Reaction SMILES: [F:1][C:2]([F:26])([F:25])[C:3]([F:24])([CH2:9][CH2:10][C:11]([F:23])([F:22])[C:12]([F:21])([F:20])[C:13]([F:19])([F:18])[C:14]([F:17])([F:16])[F:15])[C:4]([O:6]CC)=[O:5].[OH-].[Na+:28].O.CO>C(OCC)(=O)C>[F:1][C:2]([F:25])([F:26])[C:3]([F:24])([CH2:9][CH2:10][C:11]([F:22])([F:23])[C:12]([F:20])([F:21])[C:13]([F:18])([F:19])[C:14]([F:15])([F:16])[F:17])[C:4]([O-:6])=[O:5].[Na+:28] |f:1.2,6.7|. Reported procedure: A mixture of ethyl 2-trifluoromethyl-2,5,5,6,6,7,7,8,8,8-decafluoro-octanoate (14.8 g, 0.035 mol), sodium hydroxide (1.64 g, 0.041 mol), water (25 mL) and methanol (25 mL) was stirred at ambient temperature for 2 hr and at 60° C. for 2 hr. After cooling, ethyl acetate was added to extract the product. The organic layer was separated, washed with brine, and dried over magnesium sulfate, and then the solvent was removed in vacuo. After drying overnight under high vacuum, the sodium 2-trifluorometh... Starting materials: N1(CCCCC1)CC1=CC=C(C[O-])C=C1.[Na+] (Sodium 4-(piperidinomethyl)benzyl alcoholate), C1(=CC=CC=C1)CCCBr (3-phenylpropyl bromide). The solvent is C1(=CC=CC=C1)C (toluene). Product: C1(=CC=CC=C1)CCCOCC1=CC=C(C=C1)CN1CCCCC1 (α-(3-Phenylpropoxy)-α′-piperidino p-xylol). Reaction SMILES: [N:1]1([CH2:7][C:8]2[CH:15]=[CH:14][C:11]([CH2:12][O-:13])=[CH:10][CH:9]=2)[CH2:6][CH2:5][CH2:4][CH2:3][CH2:2]1.[Na+].[C:17]1([CH2:23][CH2:24][CH2:25]Br)[CH:22]=[CH:21][CH:20]=[CH:19][CH:18]=1>C1(C)C=CC=CC=1>[C:17]1([CH2:23][CH2:24][CH2:25][O:13][CH2:12][C:11]2[CH:10]=[CH:9][C:8]([CH2:7][N:1]3[CH2:2][CH2:3][CH2:4][CH2:5][CH2:6]3)=[CH:15][CH:14]=2)[CH:22]=[CH:21][CH:20]=[CH:19][CH:18]=1 |f:0.1|. Procedure details: 4-(Piperidinomethyl)benzoic acid methyl ester (22 mmol) in dry tetrahydrofurane was added dropwise to a suspension of 44 mmol of lithium aluminium hydride in 30 ml of dry tetrahydrofurane at 0° C. After refluxing for 2 hours a saturated solution of ammonium chloride in water was added dropwise. After stirring for 12 hours at ambient temperature the organic layer was isolated and the aqueous layer extracted with methylene chloride. The organic extracts were combined and the solvent was evaporated... Starting materials: O=C1CCC(=O)N1Br, C1CCOC1, CCCCCn1c2nc[nH]c2c(=O)n2c(S(C)=O)nnc12, CCCCCn1c2nc[nH]c2c(=O)n2c(S(C)(=O)=O)nnc12, O. The product is CCCCCn1c2nc(Br)[nH]c2c(=O)n2c(S(C)=O)nnc12. RXN SMILES: [Br:44][N:45]1[C:46](=[O:47])[CH2:48][CH2:49][C:50]1=[O:51].[CH2:52]1[O:53][CH2:54][CH2:55][CH2:56]1.[CH3:1][S:2](=[O:3])[c:4]1[n:5][n:6][c:7]2[n:8]1[c:9](=[O:21])[c:10]1[nH:11][cH:12][n:13][c:14]1[n:15]2[CH2:16][CH2:17][CH2:18][CH2:19][CH3:20].[CH3:22][S:23]([c:24]1[n:25]2[c:26](=[O:27])[c:28]3[nH:29][cH:30][n:31][c:32]3[n:33]([CH2:34][CH2:35][CH2:36][CH2:37][CH3:38])[c:39]2[n:40][n:41]1)(=[O:42])=[O:43].[OH2:57]>>[CH3:1][S:2](=[O:3])[c:4]1[n:5][n:6][c:7]2[n:8]1[c:9](=[O:21])[c:10]1[nH:11][c:12]([Br:44])[n:13][c:14]1[n:15]2[CH2:16][CH2:17][CH2:18][CH2:19][CH3:20]. Starting materials: FC1=C(C=CC=C1F)C1CCC(NC1)=O (5-(2,3-difluorophenyl)piperidin-2-one), C[Si](C)(C)[N-][Si](C)(C)C.[Li+] (lithium bis(trimethylsilyl)amide), O(S(=O)(=O)C(F)(F)F)CC(F)(F)F (2,2,2-trifluoroethyl triflate). The solvent is C1CCOC1 (THF), CN1CCCC1=O (NMP). Conditions: temperature 0 celsius, time 15 minute. Product: FC1=C(C=CC=C1F)C1CCC(N(C1)CC(F)(F)F)=O (5-(2,3-Difluorophenyl)-1-(2,2,2-trifluoroethyl)piperidin-2-one). RXN SMILES: [F:1][C:2]1[C:7]([F:8])=[CH:6][CH:5]=[CH:4][C:3]=1[CH:9]1[CH2:14][NH:13][C:12](=[O:15])[CH2:11][CH2:10]1.C[Si]([N-][Si](C)(C)C)(C)C.[Li+].O([CH2:34][C:35]([F:38])([F:37])[F:36])S(C(F)(F)F)(=O)=O>C1COCC1.CN1C(=O)CCC1>[F:1][C:2]1[C:7]([F:8])=[CH:6][CH:5]=[CH:4][C:3]=1[CH:9]1[CH2:14][N:13]([CH2:34][C:35]([F:38])([F:37])[F:36])[C:12](=[O:15])[CH2:11][CH2:10]1 |f:1.2|. Procedure details: To a stirred solution of 5-(2,3-difluorophenyl)piperidin-2-one (8.88 g, 42 mmol) in THF (250 mL) and NMP (170 mL) at 0° C. was added lithium bis(trimethylsilyl)amide (1.0 M in THF, 48 mL, 48 mmol) over 5 min, keeping the internal temperature of the reaction mixture below 5° C. The resulting mixture was stirred at 0° C. for 15 min, then 2,2,2-trifluoroethyl triflate (11.2 g, 48 mmol) was added dropwise, keeping the internal temperature of the reaction mixture below 5° C. The reaction mixture was ... Starting materials: C(CCC)SC1=CC=C(C(=O)O)C=C1 (4-Butylsulphanylbenzoic acid), [Li] (lithium). Yields the product C(CCCC)C1=CC=C(C(=O)O)C=C1 (4-Pentylbenzoic acid). Reaction SMILES: C(S[C:6]1[CH:14]=[CH:13][C:9]([C:10]([OH:12])=[O:11])=[CH:8][CH:7]=1)CCC.[Li]>>[CH2:8]([C:6]1[CH:7]=[CH:8][C:9]([C:10]([OH:12])=[O:11])=[CH:13][CH:14]=1)[CH2:7][CH2:6][CH2:14][CH3:13] |^1:14|. Procedure details: The experimental procedure was as described for the preparation of e.g. compound 2 (i.e. pour the lithium salt onto cardice and acidify). A white solid was obtained. The reactants are C, CCO, [N-]=[N+]=Nc1cc(OCCO)ncn1, [Pd]. The product is Nc1cc(OCCO)ncn1. As a reaction SMILES: [C:14].[CH3:16][CH2:17][OH:18].[N:1](=[N+:2]=[N-:3])[c:4]1[cH:5][c:6]([O:10][CH2:11][CH2:12][OH:13])[n:7][cH:8][n:9]1.[Pd:15]>>[NH2:1][c:4]1[cH:5][c:6]([O:10][CH2:11][CH2:12][OH:13])[n:7][cH:8][n:9]1. Starting materials: C(C)(C)(C)OC(N(CCCCC1=CC=C(C=C1)NS(=O)(=O)C)CCC1=C(NC2=CC=C(C=C12)[N+](=O)[O-])C1=CC(=CC(=C1)C)C)=O ({2-[2-(3,5-dimethylphenyl)-5-nitro-1H-indol-3-yl]ethyl}-[4-(4-methanesulfonylaminophenyl)butyl]carbamic acid tert-butyl ester), CS(=O)(=O)Cl (methanesulfonyl chloride). Solvent: C(C)N(CC)CC (triethylamine). Conditions: time 30 minute. The product is C(C)(C)(C)OC(N(CCCCC1=C(C(=C(C=C1)N)S(=O)(=O)C)S(=O)(=O)C)CCC1=C(NC2=CC=C(C=C12)[N+](=O)[O-])C1=CC(=CC(=C1)C)C)=O ({2-[2-(3,5-dimethylphenyl)-5-nitro-1H-indol-3-yl]-ethyl}-[4-(4-amino(dimethanesulfonyl)phenyl)butyl]carbamic acid tert-butyl ester). Reaction SMILES: [C:1]([O:5][C:6](=[O:45])[N:7]([CH2:23][CH2:24][C:25]1[C:33]2[C:28](=[CH:29][CH:30]=[C:31]([N+:34]([O-:36])=[O:35])[CH:32]=2)[NH:27][C:26]=1[C:37]1[CH:42]=[C:41]([CH3:43])[CH:40]=[C:39]([CH3:44])[CH:38]=1)[CH2:8][CH2:9][CH2:10][CH2:11][C:12]1[CH:17]=[CH:16][C:15]([NH:18]S(C)(=O)=O)=[CH:14][CH:13]=1)([CH3:4])([CH3:3])[CH3:2].[CH3:46][S:47](Cl)(=[O:49])=[O:48]>C(N(CC)CC)C>[C:1]([O:5][C:6](=[O:45])[N:7]([CH2:23][CH2:24][C:25]1[C:33]2[C:28](=[CH:29][CH:30]=[C:31]([N+:34]([O-:36])=[O:35])[CH:32]=2)[NH:27][C:26]=1[C:37]1[CH:38]=[C:39]([CH3:44])[CH:40]=[C:41]([CH3:43])[CH:42]=1)[CH2:8][CH2:9][CH2:10][CH2:11][C:12]1[CH:13]=[CH:14][C:15]([NH2:18])=[C:16]([S:47]([CH3:46])(=[O:49])=[O:48])[C:17]=1[S:47]([CH3:46])(=[O:49])=[O:48])([CH3:2])([CH3:4])[CH3:3]. Procedure: To a solution of {2-[2-(3,5-dimethylphenyl)-5-nitro-1H-indol-3-yl]ethyl}-[4-(4-methanesulfonylaminophenyl)butyl]carbamic acid tert-butyl ester (300 mg in 7 mL methylene chloride) at 0° C. was added 0.135 mL triethylamine and 0.066 mL methanesulfonyl chloride and the mixture sired at low temperature. After 30 minutes, the reaction was quenched by the addition of saturated aqueous sodium bicarbonate and partitioned between water and ethyl acetate. The organic portion was washed successively with s...